This data is from the Open Reaction Database (ORD), a public repository of structured organic reaction records. The task is: describe an organic reaction: reactants, conditions, products, and yield Reactants: CCO, [Cl-], CCOC(=O)C(=O)c1csc(NC(=O)Nc2ccccc2F)n1, N, [NH4+], O=C(O)CN1C(=O)CSC1=S. The product is CCOC(=O)C(=C1SC(=S)N(CC(=O)O)C1=O)c1csc(NC(=O)Nc2ccccc2F)n1. RXN SMILES: [CH3:38][CH2:39][OH:40].[Cl-:35].[F:1][c:2]1[c:3]([NH:8][C:9]([NH:10][c:11]2[s:12][cH:13][c:14]([C:16]([C:17](=[O:18])[O:19][CH2:20][CH3:21])=[O:22])[n:15]2)=[O:23])[cH:4][cH:5][cH:6][cH:7]1.[NH3:37].[NH4+:36].[S:24]1[C:25](=[S:26])[N:27]([CH2:31][C:32](=[O:33])[OH:34])[C:28](=[O:29])[CH2:30]1>>[F:1][c:2]1[c:3]([NH:8][C:9]([NH:10][c:11]2[s:12][cH:13][c:14]([C:16]([C:17](=[O:18])[O:19][CH2:20][CH3:21])=[C:30]3[S:24][C:25](=[S:26])[N:27]([CH2:31][C:32](=[O:33])[OH:34])[C:28]3=[O:29])[n:15]2)=[O:23])[cH:4][cH:5][cH:6][cH:7]1. The product is FC1=CC=C(C=C1)N1CC(N(CC1)CCCC#N)C (4-(4-(4-fluorophenyl)-2-methylpiperazin-1-yl)butanenitrile). Reported procedure: To a stirred solution of 4-(2-methylpiperazin-1-yl)butanenitrile hydrochloride (1 g, 4.91 mmol) in 1,4 dioxane (25 ml) at 25° C. was added 2,2′-Bis(diphenylphosphino)-1,1′-binaphthyl (0.306 g, 0.491 mmol), NaOtBu (1.415 g, 14.73 mmol), 1-bromo-4-fluorobenzene (0.648 ml, 5.89 mmol) and tris(dibenzyllideneacetone)dipalladium (0) [Pd2(dba)3] (0.225 g, 0.245 mmol). The resulting reaction mixture was purged with nitrogen for 10 min in sealed tube and stirred at 100° C. in seal tube for 15 h. Progress... Reactants: Cl.CC1N(CCNC1)CCCC#N (4-(2-methylpiperazin-1-yl)butanenitrile hydrochloride), C1(=CC=CC=C1)P(C1=C(C2=CC=CC=C2C=C1)C1=C(C=CC2=CC=CC=C12)P(C1=CC=CC=C1)C1=CC=CC=C1)C1=CC=CC=C1 (2,2′-Bis(diphenylphosphino)-1,1′-binaphthyl), CC(C)(C)[O-].[Na+] (NaOtBu), BrC1=CC=C(C=C1)F (1-bromo-4-fluorobenzene), tris(dibenzyllideneacetone)dipalladium (0). Reaction conditions: temperature 100 celsius, time 15 hour. Solvent: O1CCOCC1 (1,4 dioxane). RXN SMILES: Cl.[CH3:2][CH:3]1[CH2:8][NH:7][CH2:6][CH2:5][N:4]1[CH2:9][CH2:10][CH2:11][C:12]#[N:13].C1(P(C2C=CC=CC=2)C2C=CC3C(=CC=CC=3)C=2C2C3C(=CC=CC=3)C=CC=2P(C2C=CC=CC=2)C2C=CC=CC=2)C=CC=CC=1.CC([O-])(C)C.[Na+].Br[C:67]1[CH:72]=[CH:71][C:70]([F:73])=[CH:69][CH:68]=1>O1CCOCC1>[F:73][C:70]1[CH:71]=[CH:72][C:67]([N:7]2[CH2:6][CH2:5][N:4]([CH2:9][CH2:10][CH2:11][C:12]#[N:13])[CH:3]([CH3:2])[CH2:8]2)=[CH:68][CH:69]=1 |f:0.1,3.4|. Isolated yield 50.7%. The reactants are CC(=O)O, O=N[O-], [Na+], O, CC(O)Cn1cnc2c(N)ncnc21. Product: CC(O)Cn1cnc2c(=O)[nH]cnc21. Reaction SMILES: [CH3:20][C:21](=[O:22])[OH:23].[N:15](=[O:16])[O-:17].[Na+:18].[OH2:19].[OH:1][CH:2]([CH2:3][n:4]1[c:5]2[n:6][cH:7][n:8][c:9]([NH2:13])[c:10]2[n:11][cH:12]1)[CH3:14]>>[OH:1][CH:2]([CH2:3][n:4]1[c:5]2[n:6][cH:7][nH:8][c:9](=[O:16])[c:10]2[n:11][cH:12]1)[CH3:14]. The reactants are BrC(Br)(Br)Br, OCc1c(Cl)cncc1Cl, ClCCl, c1ccc(P(c2ccccc2)c2ccccc2)cc1. Yields the product Clc1cncc(Cl)c1CBr. As a reaction SMILES: [Br:30][C:31]([Br:32])([Br:33])[Br:34].[Cl:1][c:2]1[cH:3][n:4][cH:5][c:6]([Cl:10])[c:7]1[CH2:8][OH:9].[Cl:35][CH2:36][Cl:37].[c:11]1([P:12]([c:13]2[cH:14][cH:15][cH:16][cH:17][cH:18]2)[c:19]2[cH:20][cH:21][cH:22][cH:23][cH:24]2)[cH:25][cH:26][cH:27][cH:28][cH:29]1>>[Cl:1][c:2]1[cH:3][n:4][cH:5][c:6]([Cl:10])[c:7]1[CH2:8][Br:30].